This data is from the Open Reaction Database (ORD), a public repository of structured organic reaction records. The task is: describe an organic reaction: reactants, conditions, products, and yield The reactants are C1(CC1)CN1N=C(C=C(C1=O)COS(=O)(=O)C)C1=CC=C(C=C1)S(=O)C (2-cyclopropylmethyl-4-methanesulfonyloxymethyl-6-[4-(methyl-sulfinyl)phenyl]-2H-pyridazin-3-one), CN1CCNCC1 (1-methylpiperazine). The product is C1(CC1)CN1N=C(C=C(C1=O)CN1CCN(CC1)C)C1=CC=C(C=C1)S(=O)C (2-cyclopropylmethyl-4-(4-methyl-1-piperazinyl)methyl-6-[4-(methylsulfinyl)phenyl]-2H-pyridazin-3-one). Yield: 60.6%. Reaction SMILES: [CH:1]1([CH2:4][N:5]2[C:10](=[O:11])[C:9]([CH2:12]OS(C)(=O)=O)=[CH:8][C:7]([C:18]3[CH:23]=[CH:22][C:21]([S:24]([CH3:26])=[O:25])=[CH:20][CH:19]=3)=[N:6]2)[CH2:3][CH2:2]1.[CH3:27][N:28]1[CH2:33][CH2:32][NH:31][CH2:30][CH2:29]1>>[CH:1]1([CH2:4][N:5]2[C:10](=[O:11])[C:9]([CH2:12][N:31]3[CH2:32][CH2:33][N:28]([CH3:27])[CH2:29][CH2:30]3)=[CH:8][C:7]([C:18]3[CH:19]=[CH:20][C:21]([S:24]([CH3:26])=[O:25])=[CH:22][CH:23]=3)=[N:6]2)[CH2:3][CH2:2]1. Procedure: Following the procedure of Example 1(10), 2-cyclopropylmethyl-4-methanesulfonyloxymethyl-6-[4-(methyl-sulfinyl)phenyl]-2H-pyridazin-3-one and 1-methylpiperazine were reacted to yield the title compound as a yellow oil (yield: 60.6%). The reactants are N[C@H](C(=O)NCCC[C@@H](CO)N(CC(C)C)S(=O)(=O)C1=CC=C(C=C1)N)CC1=CC=CC2=CC=CC=C12 ((2S,4S)-2-Amino-N-{4-[(4-amino-benzenesulfonyl)-isobutyl-amino]-5-hydroxy-pentyl}-3-naphthalen-1-yl-propionamide), N[C@H](C(=O)NCCC[C@@H](CO)N(CC(C)C)S(=O)(=O)C1=CC=C(C=C1)N)CC1=CC=CC2=CC=CC=C12 ((2S,4S)-2-Amino-N-{4-[(4-amino-benzenesulfonyl)-isobutyl-amino]-5-hydroxy-pentyl}-3-naphthalen-1-yl-propionamide), C(C)=O (acetaldehyde). As a reaction SMILES: [NH2:1][C@@H:2]([CH2:27][C:28]1[C:37]2[C:32](=[CH:33][CH:34]=[CH:35][CH:36]=2)[CH:31]=[CH:30][CH:29]=1)[C:3]([NH:5][CH2:6][CH2:7][CH2:8][C@H:9]([N:12]([S:17]([C:20]1[CH:25]=[CH:24][C:23]([NH2:26])=[CH:22][CH:21]=1)(=[O:19])=[O:18])[CH2:13][CH:14]([CH3:16])[CH3:15])[CH2:10][OH:11])=[O:4].[CH:38](=O)[CH3:39]>>[NH2:26][C:23]1[CH:22]=[CH:21][C:20]([S:17]([N:12]([CH2:13][CH:14]([CH3:16])[CH3:15])[C@H:9]([CH2:10][OH:11])[CH2:8][CH2:7][CH2:6][NH:5][C:3](=[O:4])[C@@H:2]([NH:1][CH2:38][CH3:39])[CH2:27][C:28]2[C:37]3[C:32](=[CH:33][CH:34]=[CH:35][CH:36]=3)[CH:31]=[CH:30][CH:29]=2)(=[O:19])=[O:18])=[CH:25][CH:24]=1. Reported procedure: The title compound was prepared from (2S,4S)-2-amino-N-{4-[(4-amino-benzenesulfonyl)-isobutyl-amino]-5-hydroxy-pentyl}-3-naphthalen-1-yl-propionamide (product of example 8) as described in general procedure F using acetaldehyde. The final product was obtained in 64% yield. Yields the product NC1=CC=C(C=C1)S(=O)(=O)N([C@@H](CCCNC([C@H](CC1=CC=CC2=CC=CC=C12)NCC)=O)CO)CC(C)C ((2S,4S)-N-{4-[(4-Amino-benzenesulfonyl)-isobutyl-amino]-5-hydroxy-pentyl}-2-ethylamino-3-naphthalen-1-yl-propionamide). Starting materials: C(C)(=O)O.NC(C(=O)N)C(=O)C1=CN(C2=CC=CC=C12)CCCCN1C(C2=CC=CC=C2C1=O)=O (2-amino-3-{1-[4-(1,3-dioxo-1,3-dihydroisoindol-2-yl)-butyl]-3-indoly}-3-oxo-propionamide acetic acid salt), C(C)N(C(C)C)C(C)C (ethyldiisopropylamine), C(CC)N1C=C(C2=CC=CC=C12)C(=O)N=[N+]=[N-] (1-Propylindole-3-carbonyl azide). Solvent: C1CCOC1 (THF), C1=CC=CC=C1 (benzene), C1=CC=CC=C1 (benzene). Reaction conditions: time 2 hour. The product is O=C1N(C(C2=CC=CC=C12)=O)CCCCN1C=C(C2=CC=CC=C12)C(C(C(=O)N)NC(=O)NC1=CN(C2=CC=CC=C12)CCC)=O (3-{1-[4-(1,3-Dioxo-1,3-dihydroisoindol-2-yl)-butyl]-3-indolyl}-3-oxo-2-[3-(1-propyl-3-indolyl)-ureido]-propionamide). Isolated yield 87.6%. Reaction SMILES: [CH2:1]([N:4]1[C:12]2[C:7](=[CH:8][CH:9]=[CH:10][CH:11]=2)[C:6](C(N=[N+]=[N-])=O)=[CH:5]1)[CH2:2][CH3:3].[C:18]([OH:21])(=O)C.[NH2:22][CH:23]([C:27]([C:29]1[C:37]2[C:32](=[CH:33][CH:34]=[CH:35][CH:36]=2)[N:31]([CH2:38][CH2:39][CH2:40][CH2:41][N:42]2[C:50](=[O:51])[C:49]3[C:44](=[CH:45][CH:46]=[CH:47][CH:48]=3)[C:43]2=[O:52])[CH:30]=1)=[O:28])[C:24]([NH2:26])=[O:25].C([N:55](C(C)C)C(C)C)C>C1C=CC=CC=1.C1COCC1>[O:51]=[C:50]1[C:49]2[C:44](=[CH:45][CH:46]=[CH:47][CH:48]=2)[C:43](=[O:52])[N:42]1[CH2:41][CH2:40][CH2:39][CH2:38][N:31]1[C:32]2[C:37](=[CH:36][CH:35]=[CH:34][CH:33]=2)[C:29]([C:27](=[O:28])[CH:23]([NH:22][C:18]([NH:55][C:6]2[C:7]3[C:12](=[CH:11][CH:10]=[CH:9][CH:8]=3)[N:4]([CH2:1][CH2:2][CH3:3])[CH:5]=2)=[O:21])[C:24]([NH2:26])=[O:25])=[CH:30]1 |f:1.2|. Reported procedure: A solution of 57 mg (0.25 mmol) of the product of step c) in 5 ml of benzene was heated to 95° C. for 5 hours. After cooling to room temperature the benzene solution was rapidly added to a freshly prepared suspension of 120 mg (0.24 mmol) of the product of step b) and 31 mg (0.24 mmol) of ethyldiisopropylamine in 10 ml of THF. The resulting solution was stirred for 2 hours. The solvents were evaporated and the residue suspended in 20 ml of water and stirred for 10 minutes. The product was filter... Reactants: C(#N)C1=C(C=C(C=C1F)C1=CC=C(C=C1)OC)F (4-Cyano-3,5-difluoro-4'-methoxybiphenyl), B(Br)(Br)Br (boron tribromide), O (water). Solvent: ClCCl (dichloromethane), ClCCl (dichloromethane). Yields the product C(#N)C1=C(C=C(C=C1F)C1=CC=C(C=C1)O)F (4-Cyano-3,5-difluoro-4'-hydroxybiphenyl). Reaction SMILES: B(Br)(Br)Br.[C:5]([C:7]1[C:12]([F:13])=[CH:11][C:10]([C:14]2[CH:19]=[CH:18][C:17]([O:20]C)=[CH:16][CH:15]=2)=[CH:9][C:8]=1[F:22])#[N:6].O>ClCCl>[C:5]([C:7]1[C:8]([F:22])=[CH:9][C:10]([C:14]2[CH:15]=[CH:16][C:17]([OH:20])=[CH:18][CH:19]=2)=[CH:11][C:12]=1[F:13])#[N:6]. Procedure: A solution of boron tribromide (25.0 ml, 61.5 g, 0.25 mol) in dry dichloromethane (140 ml) was added dropwise to a stirred, cooled (-78° C.) solution of compound 8 (12.22 g, 0.05 mol) in dry dichloromethane (250 ml) under dry nitrogen. The stirred mixture was allowed to warm to room temperature over 9 h (i.e., until glc analysis revealed absence of starting material). The mixture was cooled to -10° C., water was added slowly (exothermic) and cooled to 2° C. The product was filtered off, washed w... Starting materials: Cc1ccccc1, C[Al]1CCCCO1, CCCCCC, ClC(Cl)=[Ti](C1=CC=CC1)C1=CC=CC1, c1ccccc1. Yields the product C=[Ti](C1=CC=CC1)C1=CC=CC1, C[Al]1CCCCO1. As a reaction SMILES: [CH3:15][c:16]1[cH:17][cH:18][cH:19][cH:20][cH:21]1.[CH3:22][Al:23]1[O:24][CH2:25][CH2:26][CH2:27][CH2:28]1.[CH3:29][CH2:30][CH2:31][CH2:32][CH2:33][CH3:34].[Cl:1][C:2]([Cl:3])=[Ti:4]([C:5]1=[CH:6][CH:7]=[CH:8][CH2:9]1)[C:10]1=[CH:11][CH:12]=[CH:13][CH2:14]1.[cH:35]1[cH:36][cH:37][cH:38][cH:39][cH:40]1>>[CH2:2]=[Ti:4]([C:5]1=[CH:6][CH:7]=[CH:8][CH2:9]1)[C:10]1=[CH:11][CH:12]=[CH:13][CH2:14]1.[CH3:22][Al:23]1[O:24][CH2:25][CH2:26][CH2:27][CH2:28]1. Reactants: OC1=C(C=C2C(NC=NC2=C1)=O)OC (7-hydroxy-6-methoxy-3,4-dihydroquinazolin-4-one), C(C)(=O)OC(C)=O (acetic anhydride), ice water. Run in N1=CC=CC=C1 (Pyridine). Run at temperature 120 celsius, time 1 hour. The product is C(C)(=O)OC1=C(C=C2C(NC=NC2=C1)=O)OC (7-acetoxy-6-methoxy-3,4-dihydroquinazolin-4-one). Isolated yield 83.7%. Reaction SMILES: [OH:1][C:2]1[CH:11]=[C:10]2[C:5]([C:6](=[O:12])[NH:7][CH:8]=[N:9]2)=[CH:4][C:3]=1[O:13][CH3:14].[C:15](OC(=O)C)(=[O:17])[CH3:16]>N1C=CC=CC=1>[C:15]([O:1][C:2]1[CH:11]=[C:10]2[C:5]([C:6](=[O:12])[NH:7][CH:8]=[N:9]2)=[CH:4][C:3]=1[O:13][CH3:14])(=[O:17])[CH3:16]. Procedure: Pyridine (20 ml) was added to a suspension of 7-hydroxy-6-methoxy-3,4-dihydroquinazolin-4-one (20.5 g, 107 mmol) in acetic anhydride (150 ml, 1.6 mol). The reaction mixture was heated to 120° C. for three hours, during which time the solid dissolved. The reaction mixture was allowed to cool then poured into ice-water (900 ml). The reaction mixture was stirred for one hour then the solid was removed by filtration and dried over phosphorus pentoxide yielding 7-acetoxy-6-methoxy-3,4-dihydroquinazol... Procedure: To a solution of 5-[3-(cyclopentyloxy)-4-methoxy-phenyl]-1-methyl-3-pyrazolidinone (1.10 gms, 3.79 mmol), NaH (0.15 gms, 60%, 3.75 mmol), and dimethylformamide (15 mls) is added a solution of 1-bromo-3-(3-pyridinyl)propane [see Mioque, M., and Gautier, J. A. (1961). C. R. Hebd. Seances Acad. Sci. 252, 2416.] (1.66 gms, 8.30 mmol) in dimethylformamide (5 mls). The reaction is immersed in an oil bath (65° C.). After 20 hours dimethylformamide is removed in vacuo , the residue is diluted in methyle... RXN SMILES: [CH:1]1([O:6][C:7]2[CH:8]=[C:9]([CH:15]3[N:19]([CH3:20])[NH:18][C:17](=[O:21])[CH2:16]3)[CH:10]=[CH:11][C:12]=2[O:13][CH3:14])[CH2:5][CH2:4][CH2:3][CH2:2]1.[H-].[Na+].Br[CH2:25][CH2:26][CH2:27][C:28]1[CH:29]=[N:30][CH:31]=[CH:32][CH:33]=1>CN(C)C=O>[CH:1]1([O:6][C:7]2[CH:8]=[C:9]([CH:15]3[N:19]([CH3:20])[N:18]([CH2:25][CH2:26][CH2:27][C:28]4[CH:29]=[N:30][CH:31]=[CH:32][CH:33]=4)[C:17](=[O:21])[CH2:16]3)[CH:10]=[CH:11][C:12]=2[O:13][CH3:14])[CH2:2][CH2:3][CH2:4][CH2:5]1 |f:1.2|. Solvent: CN(C=O)C (dimethylformamide), CN(C=O)C (dimethylformamide). Starting materials: C1(CCCC1)OC=1C=C(C=CC1OC)C1CC(NN1C)=O (5-[3-(cyclopentyloxy)-4-methoxy-phenyl]-1-methyl-3-pyrazolidinone), [H-].[Na+] (NaH), BrCCCC=1C=NC=CC1 (1-bromo-3-(3-pyridinyl)propane). The yield is 52.0%. Yields the product C1(CCCC1)OC=1C=C(C=CC1OC)C1CC(N(N1C)CCCC=1C=NC=CC1)=O (5-[3(cyclopentyloxy)-4-methoxyphenyl]-1-methyl-2-[3-(3-pyridinyl)propyl]-3-pyrazolidinone). Reactants: CC=1N=C(SC1)C(C)=O (1-(4-Methyl-thiazol-2-yl)-ethanone), C1CC(=O)N(C1=O)Br (NBS). The reagents and catalysts are CC(C)(C#N)N=NC(C)(C)C#N (AIBN). Run in C(Cl)(Cl)(Cl)Cl (carbon tetrachloride). Yields the product BrCC=1N=C(SC1)C(C)=O (1-(4-Bromomethyl-thiazol-2-yl)-ethanone). Isolated yield 72.6%. RXN SMILES: [CH3:1][C:2]1[N:3]=[C:4]([C:7](=[O:9])[CH3:8])[S:5][CH:6]=1.C1C(=O)N([Br:17])C(=O)C1>C(Cl)(Cl)(Cl)Cl.CC(N=NC(C#N)(C)C)(C#N)C>[Br:17][CH2:1][C:2]1[N:3]=[C:4]([C:7](=[O:9])[CH3:8])[S:5][CH:6]=1. Reported procedure: A solution of 2a (4.38 g, 0.031 mol), NBS (5.8 g, 0.033 mol) and 100 mg of AIBN in 40 mL of carbon tetrachloride was heated at 70° C. for 16 h. Cooled to rt and the precipitate was filtered. The solvent was concentrated in vacuo to an oil that was subjected to flash chromatography (5% ethyl acetate/95% hexanes) to give 4.95 g (72%) of the desired product 3a. 1H NMR (CDCl3) δ 7.8 (s, 1H), 4.8 (s, 2H), 2.8 (s, 3H). The reactants are C(C1=CC=CC=C1)N[C@H]1[C@@H](CC2=CC=CC(=C2C1)O)O (trans 3-benzylamino-2,5-dihydroxy-1,2,3,4-tetrahydronaphthalene), C[O-].[Na+] (sodium methoxide), BrCC(=O)OCC (ethyl bromoacetate). The solvent is CS(=O)C (dimethylsulfoxide). Run at time 10 minute. The product is C(C1=CC=CC=C1)N[C@H]1[C@@H](CC2=CC=CC(=C2C1)OCC(=O)OCC)O (Trans 3-benzylamino-5-carboethoxymethoxy-2-hydroxy-1,2,3,4-tetrahydronaphthalene). Isolated yield 70.4%. As a reaction SMILES: [CH2:1]([NH:8][C@@H:9]1[CH2:18][C:17]2[C:12](=[CH:13][CH:14]=[CH:15][C:16]=2[OH:19])[CH2:11][C@H:10]1[OH:20])[C:2]1[CH:7]=[CH:6][CH:5]=[CH:4][CH:3]=1.C[O-].[Na+].Br[CH2:25][C:26]([O:28][CH2:29][CH3:30])=[O:27]>CS(C)=O>[CH2:1]([NH:8][C@@H:9]1[CH2:18][C:17]2[C:12](=[CH:13][CH:14]=[CH:15][C:16]=2[O:19][CH2:25][C:26]([O:28][CH2:29][CH3:30])=[O:27])[CH2:11][C@H:10]1[OH:20])[C:2]1[CH:3]=[CH:4][CH:5]=[CH:6][CH:7]=1 |f:1.2|. Reported procedure: To a stirring solution of trans 3-benzylamino-2,5-dihydroxy-1,2,3,4-tetrahydronaphthalene (14 g) in dry dimethylsulfoxide (150 mL) was added sodium methoxide (3.05 g). This was stirred for 10 min at room temperature, then cooled in a 10° C. bath while ethyl bromoacetate (9.1 g) was added over 3 min, during which the temperature of the mixture remained below 25° C. The cooling bath was removed, and the reaction mixture was stirred for 4.5 h at room temperature under nitrogen. Dilution with a half... The reactants are CCOC(C)=O, CCO, CC(C)(C)OC(=O)Nc1ccc(Oc2ccnc(N)c2[N+](=O)[O-])cc1. The product is CC(C)(C)OC(=O)Nc1ccc(Oc2ccnc(N)c2N)cc1. Reaction SMILES: [CH3:26][CH2:27][O:28][C:29](=[O:30])[CH3:31].[CH3:32][CH2:33][OH:34].[NH2:1][c:2]1[n:3][cH:4][cH:5][c:6]([O:11][c:12]2[cH:13][cH:14][c:15]([NH:18][C:19]([O:20][C:21]([CH3:22])([CH3:23])[CH3:24])=[O:25])[cH:16][cH:17]2)[c:7]1[N+:8]([O-:9])=[O:10]>>[NH2:1][c:2]1[n:3][cH:4][cH:5][c:6]([O:11][c:12]2[cH:13][cH:14][c:15]([NH:18][C:19]([O:20][C:21]([CH3:22])([CH3:23])[CH3:24])=[O:25])[cH:16][cH:17]2)[c:7]1[NH2:8].